From a dataset of the Open Reaction Database (ORD), a public repository of structured organic reaction records. describe an organic reaction: reactants, conditions, products, and yield As a reaction SMILES: C(O[C:6]([N:8]([C:41](OC(C)(C)C)=O)[C:9](=[O:40])[C:10]1[CH:15]=[C:14]([N:16]2[CH2:20][CH2:19][CH2:18][S:17]2(=[O:22])=[O:21])[CH:13]=[CH:12][C:11]=1[C:23]([N:25]1[CH2:30][CH2:29][N:28]([C:31]2[C:36]([CH3:37])=[CH:35][C:34]([CH3:38])=[C:33]([CH3:39])[N:32]=2)[CH2:27][CH2:26]1)=[O:24])=O)(C)(C)C>O1CCCC1.CNC>[O:22]=[S:17]1(=[O:21])[CH2:18][CH2:19][CH2:20][N:16]1[C:14]1[CH:13]=[CH:12][C:11]([C:23]([N:25]2[CH2:30][CH2:29][N:28]([C:31]3[C:36]([CH3:37])=[CH:35][C:34]([CH3:38])=[C:33]([CH3:39])[N:32]=3)[CH2:27][CH2:26]2)=[O:24])=[C:10]([CH:15]=1)[C:9]([N:8]([CH3:41])[CH3:6])=[O:40] |f:1.2|. The reactants are C(C)(C)(C)OC(=O)N(C(C1=C(C=CC(=C1)N1S(CCC1)(=O)=O)C(=O)N1CCN(CC1)C1=NC(=C(C=C1C)C)C)=O)C(=O)OC(C)(C)C (N,N-di-tert-butyloxycarbonyl-5-(1,1-dioxo-1λ6-isothiazolidin-2-yl)-2-[4-(3,5,6-trimethylpyridin-2-yl)piperazine-1-carbonyl]benzamide). The product is O=S1(N(CCC1)C=1C=CC(=C(C(=O)N(C)C)C1)C(=O)N1CCN(CC1)C1=NC(=C(C=C1C)C)C)=O (5-(1,1-dioxo-1λ6-isothiazolidin-2-yl)-N,N-dimethyl-2-[4-(3,5,6-trimethylpyridin-2-yl)piperazine-1-carbonyl]benzamide). Reported procedure: Using N,N-di-tert-butyloxycarbonyl-5-(1,1-dioxo-1λ6-isothiazolidin-2-yl)-2-[4-(3,5,6-trimethylpyridin-2-yl)piperazine-1-carbonyl]benzamide (202 mg) described in Example 768 and 2 mol/L dimethylamine tetrahydrofuran solution (180 μL) and by the reaction and treatment in the same manner as in Example 770, the title compound (65 mg) was obtained. The yield is 43.3%. Solvent: O1CCCC1.CNC (dimethylamine tetrahydrofuran).